From a dataset of the Open Reaction Database (ORD), a public repository of structured organic reaction records. describe an organic reaction: reactants, conditions, products, and yield Starting materials: C(C)(C)(C)O[C@H](C(=O)O)C1=C(C2=CC=C(C=C2C=C1C)C1=NC=CC=C1)C1=CC=C(C=C1)Cl ((S)-2-tert-Butoxy-2-(1-(4-chlorophenyl)-3-methyl-6-(pyridin-2-yl)naphthalen-2-yl)acetic acid), C(CCC)[Sn](C1=NC=CC=C1)(CCCC)CCCC (2-(tributylstannyl)pyridine). Yields the product C(C)(C)(C)O[C@H](C(=O)O)C1=C(C2=CC=C(C=C2C=C1C)C1=CN=CN1C)C1=CC=C(C=C1)Cl ((S)-2-tert-butoxy-2-(1-(4-chlorophenyl)-3-methyl-6-(1-methyl-1H-imidazol-5-yl)naphthalen-2-yl)acetic acid). Reaction SMILES: [C:1]([O:5][C@@H:6]([C:10]1[C:19]([CH3:20])=[CH:18][C:17]2[C:12](=[CH:13][CH:14]=[C:15]([C:21]3[CH:26]=CC=[CH:23][N:22]=3)[CH:16]=2)[C:11]=1[C:27]1[CH:32]=[CH:31][C:30]([Cl:33])=[CH:29][CH:28]=1)[C:7]([OH:9])=[O:8])([CH3:4])([CH3:3])[CH3:2].C([Sn](CCCC)(CCCC)[C:39]1C=CC=C[N:40]=1)CCC>>[C:1]([O:5][C@@H:6]([C:10]1[C:19]([CH3:20])=[CH:18][C:17]2[C:12](=[CH:13][CH:14]=[C:15]([C:21]3[N:22]([CH3:23])[CH:39]=[N:40][CH:26]=3)[CH:16]=2)[C:11]=1[C:27]1[CH:32]=[CH:31][C:30]([Cl:33])=[CH:29][CH:28]=1)[C:7]([OH:9])=[O:8])([CH3:2])([CH3:3])[CH3:4]. Reported procedure: (S)-2-tert-Butoxy-2-(1-(4-chlorophenyl)-3-methyl-6-(1-methyl-1H-imidazol-5-yl)naphthalen-2-yl)acetic acid (65) was prepared in a similar fashion to compound 63 with the substitution of 1-methyl-5-(tributylstannyl)-1H-imidazole for 2-(tributylstannyl)pyridine in step 1. The title compound (0.026 g) was isolated as an amorphous white powder. LCMS-ESI+ (m/z): [M+H]+ calcd for C27H28ClN2O3: 463.98; found: 463.81. 1H-NMR: 400 MHz, (CD3CN) δ: 8.54 (s, 1H); 7.99 (s, 1H); 7.84 (s, 1H): 7.62-7.50 (m, 3H)... Starting materials: Cl (hydrochloric acid), C(=O)(O)[O-].[Na+] (NaHCO3), C(C)ON (O-ethylhydroxylamine), C(C)(=O)C1=CC=C(C=C1)S(=O)(=O)NCC1=CC=NC=C1 (4-acetyl-N-pyridin-4-ylmethylphenylsulfonamide). Solvent: CO (methanol), O (water). Conditions: temperature 22.5 celsius, time 18 hour. Yields the product C(C)ON=C(C)C1=CC=C(C=C1)S(=O)(=O)NCC1=CC=NC=C1 (4-(1-ethoxyiminoethyl)-N-pyridin-4-ylmethylphenylsulfonamide). Reaction SMILES: [CH2:1]([O:3][NH2:4])[CH3:2].[C:5]([C:8]1[CH:13]=[CH:12][C:11]([S:14]([NH:17][CH2:18][C:19]2[CH:24]=[CH:23][N:22]=[CH:21][CH:20]=2)(=[O:16])=[O:15])=[CH:10][CH:9]=1)(=O)[CH3:6].Cl.C([O-])(O)=O.[Na+]>CO.O>[CH2:1]([O:3][N:4]=[C:5]([C:8]1[CH:9]=[CH:10][C:11]([S:14]([NH:17][CH2:18][C:19]2[CH:20]=[CH:21][N:22]=[CH:23][CH:24]=2)(=[O:15])=[O:16])=[CH:12][CH:13]=1)[CH3:6])[CH3:2] |f:3.4|. Procedure: 0.42 g of a 40% strength aqueous O-ethylhydroxylamine solution was added to a solution of 0.4 g (1.3 mmol) of the compound from Example 1 in 20 ml of methanol. Using 10% strength hydrochloric acid, the mixture was acidified to pH 4, and the solution was then stirred at 20-25° C. for about 18 hours. The reaction solution was poured into water and adjusted to pH 8 using NaHCO3. The mixture was then extracted with methyl tert-butyl ether (MtBE), and the combined organic phases were washed with wate... Starting materials: C(C)(C)(C)OC(=O)N1C[C@@H](CCC1)OC1=NC(=CN=C1)NC=1N(N=C(C1)C=1C(=NC(=CC1)C)OC)C(=O)OC(C)(C)C ((R)-3-{6-[2-tert-butoxycarbonyl-5-(2-methoxy-6-methyl-pyridin-3-yl)-2H-pyrazol-3-ylamino]-pyrazin-2-yloxy}-piperidine-1-carboxylic acid tert-butyl ester), FC(C(=O)O)(F)F (trifluoroacetic acid), C([O-])(O)=O.[Na+] (sodium bicarbonate). The solvent is ClCCl (dichloromethane), ClCCl (dichloromethane). Reaction conditions: time 3 hour. Yields the product COC1=NC(=CC=C1C=1C=C(NN1)NC1=NC(=CN=C1)O[C@H]1CNCCC1)C ((R)-[5-(2-Methoxy-6-methyl-pyridin-3-yl)-2H-pyrazol-3-yl]-[6-(piperidin-3-yloxy)-pyrazin-2-yl]-amine). As a reaction SMILES: C(OC([N:8]1[CH2:13][CH2:12][CH2:11][C@@H:10]([O:14][C:15]2[CH:20]=[N:19][CH:18]=[C:17]([NH:21][C:22]3[N:23](C(OC(C)(C)C)=O)[N:24]=[C:25]([C:27]4[C:28]([O:34][CH3:35])=[N:29][C:30]([CH3:33])=[CH:31][CH:32]=4)[CH:26]=3)[N:16]=2)[CH2:9]1)=O)(C)(C)C.FC(F)(F)C(O)=O.C(=O)(O)[O-].[Na+]>ClCCl>[CH3:35][O:34][C:28]1[C:27]([C:25]2[CH:26]=[C:22]([NH:21][C:17]3[CH:18]=[N:19][CH:20]=[C:15]([O:14][C@@H:10]4[CH2:11][CH2:12][CH2:13][NH:8][CH2:9]4)[N:16]=3)[NH:23][N:24]=2)=[CH:32][CH:31]=[C:30]([CH3:33])[N:29]=1 |f:2.3|. Procedure details: To a stirred solution of (R)-3-{6-[2-tert-butoxycarbonyl-5-(2-methoxy-6-methyl-pyridin-3-yl)-2H-pyrazol-3-ylamino]-pyrazin-2-yloxy}-piperidine-1-carboxylic acid tert-butyl ester (13.0 g, 22.3 mmol) in dichloromethane (150 mL) is added a solution of trifluoroacetic acid (12.4 mL, 167 mmol) dichloromethane (20 mL) over a period of 5 min at 0° C. The reaction is allowed to warm to room temperature and stirred for 3 h. The reaction is diluted with dichloromethane (1000 mL), followed by addition of s...